This data is from the Open Reaction Database (ORD), a public repository of structured organic reaction records. The task is: describe an organic reaction: reactants, conditions, products, and yield Reactants: FC(OC=1C=C(C=CC1)C(C=O)=O)(F)F ((3-Trifluoromethoxyphenyl)oxoacetaldehyde), I.FC1=C(C=CC(=C1)F)C(=N)NN (2,4-difluorobenzenecarboximidic hydrazide hydriodide salt). The product is FC1=C(C=CC(=C1)F)C=1N=NC=C(N1)C1=CC(=CC=C1)OC(F)(F)F (3-(2,4-difluorophenyl)-5-(3-trifluoromethoxyphenyl)-[1,2,4]triazine). As a reaction SMILES: [F:1][C:2]([F:15])([F:14])[O:3][C:4]1[CH:5]=[C:6]([C:10](=O)[CH:11]=O)[CH:7]=[CH:8][CH:9]=1.I.[F:17][C:18]1[CH:23]=[C:22]([F:24])[CH:21]=[CH:20][C:19]=1[C:25]([NH:27][NH2:28])=[NH:26]>>[F:17][C:18]1[CH:23]=[C:22]([F:24])[CH:21]=[CH:20][C:19]=1[C:25]1[N:27]=[N:28][CH:11]=[C:10]([C:6]2[CH:7]=[CH:8][CH:9]=[C:4]([O:3][C:2]([F:15])([F:14])[F:1])[CH:5]=2)[N:26]=1 |f:1.2|. Procedure: (3-Trifluoromethoxyphenyl)oxoacetaldehyde was reacted with 2,4-difluorobenzenecarboximidic hydrazide hydriodide salt using the method described in Example 1 to give 3-(2,4-difluorophenyl)-5-(3-trifluoromethoxyphenyl)-[1,2,4]triazine as a yellow solid (655 mg): δH (400 MHz, CDCl3) 7.01-7.12 (2H, m), 7.47-7.51 (1H, m), 7.65 (1H, t, J 8.2 Hz), 8.15-8.18 (2H, m), 8.32-8.38 (1H, m), 9.64 (1H, s); m/z (ES+) 354. The reactants are CC(C)(C)OC(=O)CCCCBr, [Na+], CN(C)C=O, [O-]N=[N+]([O-])N1CCCC1CO. Yields the product CC(C)(C)OC(=O)CCCCON=[N+]([O-])N1CCCC1CO. As a reaction SMILES: [Br:1][CH2:2][CH2:3][CH2:4][CH2:5][C:6](=[O:7])[O:8][C:9]([CH3:10])([CH3:11])[CH3:12].[Na+:24].[O:25]=[CH:26][N:27]([CH3:28])[CH3:29].[OH:13][CH2:14][CH:15]1[N:16]([N+:20](=[N:21][O-:22])[O-:23])[CH2:17][CH2:18][CH2:19]1>>[CH2:2]([CH2:3][CH2:4][CH2:5][C:6](=[O:7])[O:8][C:9]([CH3:10])([CH3:11])[CH3:12])[O:22][N:21]=[N+:20]([N:16]1[CH:15]([CH2:14][OH:13])[CH2:19][CH2:18][CH2:17]1)[O-:23]. The product is C(C)OC(CNNC(=O)OC(C)(C)C)=O ((N′-tert-Butoxycarbonyl-hydrazino)-acetic acid ethyl ester). Reaction conditions: time 30 minute. Run in O (water). Starting materials: BrCC(=O)OCC (Ethyl bromoacetate), C(C)(C)(C)OC(NN)=O (tert-butylcarbazate). The yield is 70.0%. RXN SMILES: Br[CH2:2][C:3]([O:5][CH2:6][CH3:7])=[O:4].[C:8]([O:12][C:13](=[O:16])[NH:14][NH2:15])([CH3:11])([CH3:10])[CH3:9]>O>[CH2:6]([O:5][C:3](=[O:4])[CH2:2][NH:15][NH:14][C:13]([O:12][C:8]([CH3:11])([CH3:10])[CH3:9])=[O:16])[CH3:7]. Procedure details: Ethyl bromoacetate 3 (6.97 mL, 62.8 mmol) was added to a stirred solution of tert-butylcarbazate 2 (24.9 g, 188.6 mmol) in water (25 mL) at room temperature. The mixture was stirred for 30 min. Water layer was then extracted with ethyl acetate (3×). Ethyl acetate extracts were pooled together and washed with brine. Ethyl acetate was evaporated under vacuum to get crude product which was purified by flash column chromatography using hexane:ethyl acetate (70:30) as an eluent (yield 70%). 1H NMR (5...